From a dataset of the Open Reaction Database (ORD), a public repository of structured organic reaction records. describe an organic reaction: reactants, conditions, products, and yield Starting materials: COC(C[C@H]1N(CCC1)C(=O)OC(C)(C)C)=O (tert-Butyl (2S)-2-(2-methoxy-2-oxoethyl)-1-pyrrolidinecarboxylate), [OH-].[Na+] (NaOH). Solvent: CO (MeOH). Reaction conditions: time 8 hour. The product is C(C)(C)(C)OC(=O)N1[C@@H](CCC1)CC(=O)O ([(2S)-1-(tert-Butoxycarbonyl)pyrrolidinyl]acetic acid). Yield: 92.4%. As a reaction SMILES: C[O:2][C:3](=[O:17])[CH2:4][C@@H:5]1[CH2:9][CH2:8][CH2:7][N:6]1[C:10]([O:12][C:13]([CH3:16])([CH3:15])[CH3:14])=[O:11].[OH-].[Na+]>CO>[C:13]([O:12][C:10]([N:6]1[CH2:7][CH2:8][CH2:9][C@H:5]1[CH2:4][C:3]([OH:17])=[O:2])=[O:11])([CH3:16])([CH3:14])[CH3:15] |f:1.2|. Procedure details: tert-Butyl (2S)-2-(2-methoxy-2-oxoethyl)-1-pyrrolidinecarboxylate (8.35 g, 34.3 mmol) was dissolved in 150 mL MeOH. Aqueous NaOH (50 mL, 1 M) was added and the reaction mixture was allowed to stand overnight. After concentration in vacuo to ca. 100 mL, the solution was added to 300 mL water and extracted with ether (2×). The carboxylate solution was acidified to pH 2 with 12 N HCl and extracted with ether (2×). The aqueous layer was saturated with salt and extracted a third time with ether. The ... Starting materials: C[C@@H]1[C@H](N(S(O1)(=O)=O)C(=O)OC(C)(C)C)C(=O)OCC1=CC=CC=C1 (4-benzyl 3-tert-butyl(4S,5R)-5-methyl-1,2,3-oxathiazolidine-3,4-dicarboxylate 2,2-dioxide), [N-]=[N+]=[N-].[Na+] (sodium azide), OS(=O)(=O)O (H2SO4), [Na+].[Cl-] (NaCl). Run in CN(C)C=O (DMF). Conditions: temperature -40 celsius. The product is N(=[N+]=[N-])[C@H]([C@@H](C(=O)OCC1=CC=CC=C1)NC(=O)OC(C)(C)C)C ((2S,3S)-benzyl 3-azido-2-(tert-butoxycarbonylamino)butanoate). Reaction SMILES: [CH3:1][C@H:2]1OS(=O)(=O)[N:4]([C:9]([O:11][C:12]([CH3:15])([CH3:14])[CH3:13])=[O:10])[C@@H:3]1[C:16]([O:18][CH2:19][C:20]1[CH:25]=[CH:24][CH:23]=[CH:22][CH:21]=1)=[O:17].[N-:26]=[N+:27]=[N-:28].[Na+].[Na+].[Cl-].OS(O)(=O)=O>CN(C=O)C>[N:26]([C@@H:2]([CH3:1])[C@H:3]([NH:4][C:9]([O:11][C:12]([CH3:15])([CH3:14])[CH3:13])=[O:10])[C:16]([O:18][CH2:19][C:20]1[CH:25]=[CH:24][CH:23]=[CH:22][CH:21]=1)=[O:17])=[N+:27]=[N-:28] |f:1.2,3.4|. Procedure: To a solution of 4-benzyl 3-tert-butyl(4S,5R)-5-methyl-1,2,3-oxathiazolidine-3,4-dicarboxylate 2,2-dioxide (17.13 g, 46.1 mmol) in DMF (171 ml) at −40° C. was added sodium azide (3.9 g, 60.0 mmol) in portions, and the mixture was stirred at −40° C. then slowly warmed to rt over 4 h. Added 20% aq. NaCl (100 ml), followed by dropwise addition of 2 N H2SO4 (10 ml). The reaction was stirred at rt for 3 h, then partitioned between H2O and EtOAc, and the aqueous layer was extracted with EtOAc. The com... Reactants: C(C)(C)(C)OC(=O)N(CC1=CC=C(C=C1)C(F)(F)F)CC1=CC=C(C(=O)OCC2=CC=CC=C2)C=C1 (benzyl 4-({(tert-butoxycarbonyl)[4-(trifluoromethyl)benzyl]amino}methyl)benzoate). Solvent: CCO (EtOH). Run at time 4.5 hour. The product is C(C)(C)(C)OC(=O)N(CC1=CC=C(C=C1)C(F)(F)F)CC1=CC=C(C(=O)O)C=C1 (4-({(tert-butoxycarbonyl)[4-(trifluoromethyl)benzyl]amino}methyl)-benzoic acid). Reaction SMILES: [C:1]([O:5][C:6]([N:8]([CH2:20][C:21]1[CH:36]=[CH:35][C:24]([C:25]([O:27]CC2C=CC=CC=2)=[O:26])=[CH:23][CH:22]=1)[CH2:9][C:10]1[CH:15]=[CH:14][C:13]([C:16]([F:19])([F:18])[F:17])=[CH:12][CH:11]=1)=[O:7])([CH3:4])([CH3:3])[CH3:2]>CCO>[C:1]([O:5][C:6]([N:8]([CH2:20][C:21]1[CH:22]=[CH:23][C:24]([C:25]([OH:27])=[O:26])=[CH:35][CH:36]=1)[CH2:9][C:10]1[CH:15]=[CH:14][C:13]([C:16]([F:19])([F:18])[F:17])=[CH:12][CH:11]=1)=[O:7])([CH3:4])([CH3:2])[CH3:3]. Reported procedure: H2 (1 atm) was bubbled slowly trough a suspension of 10% Pd/C (917 mg) in EtOH (25 mL) for 15 min at rt. To this suspension was then added a solution of benzyl 4-({(tert-butoxycarbonyl)[4-(trifluoromethyl)benzyl]amino}methyl)benzoate (4.303 g, 8.61 mmol) diluted in EtOH (5 mL). The resulting reaction mixture was stirred under 1 atm H2 for 4.5 h at rt. The reaction mixture was filtered over a pad of celite to remove the catalyst. EtOH was evaporated to afford the title compound as a colorless oil... The reactants are Cl.C(C)(C)(C)C1CCNCC1 (4-tert-butylpiperidine hydrochloride). Solvent: C([O-])(O)=O.[Na+] (sodium bicarbonate). Yields the product C(C)(C)(C)C1CCNCC1 (4-tert-butylpiperidine). As a reaction SMILES: Cl.[C:2]([CH:6]1[CH2:11][CH2:10][NH:9][CH2:8][CH2:7]1)([CH3:5])([CH3:4])[CH3:3]>C(=O)(O)[O-].[Na+]>[C:2]([CH:6]1[CH2:11][CH2:10][NH:9][CH2:8][CH2:7]1)([CH3:5])([CH3:4])[CH3:3] |f:0.1,2.3|. Procedure: Dissolve 4-tert-butylpiperidine hydrochloride (5.0 g, 28.1 mmol) in 150 mL of sodium bicarbonate (saturated aqueous solution), then extract three times with DCM. Combine the organic fractions; dry over sodium sulfate; filter; collect the filtrate; and concentrate under reduced pressure to give 4-tert-butylpiperidine free base. Add N-[(1S)-2,2,2-trifluoro-1-(4-formylphenyl)-ethyl]-methanesulfonamide (7.0 g, 24.9 mmol) to the free base and dissolve the mixture in DCM (150 mL). Stir the mixture at ... The reactants are CCOC(C)=O, CCC1CCNCC(=O)N(Cc2ccccc2)c2ccccc21, ClCCCl, CCCCCC, CN(C)C=O, On1nnc2ccccc21, O=C(O)c1cc2ccccc2[nH]1. Yields the product CCC1CCN(C(=O)c2cc3ccccc3[nH]2)CC(=O)N(Cc2ccccc2)c2ccccc21. Reaction SMILES: [C:61]([O:62][CH2:63][CH3:64])(=[O:65])[CH3:66].[CH2:1]([c:2]1[cH:3][cH:4][cH:5][cH:6][cH:7]1)[N:8]1[C:9](=[O:23])[CH2:10][NH:11][CH2:12][CH2:13][CH:14]([CH2:21][CH3:22])[c:15]2[c:16]1[cH:17][cH:18][cH:19][cH:20]2.[CH2:24]([Cl:25])[CH2:26][Cl:27].[CH3:55][CH2:56][CH2:57][CH2:58][CH2:59][CH3:60].[O:50]=[CH:51][N:52]([CH3:53])[CH3:54].[OH:28][n:29]1[c:30]2[c:31]([cH:32][cH:33][cH:34][cH:35]2)[n:36][n:37]1.[nH:38]1[c:39]([C:47](=[O:48])[OH:49])[cH:40][c:41]2[cH:42][cH:43][cH:44][cH:45][c:46]12>>[CH2:1]([c:2]1[cH:3][cH:4][cH:5][cH:6][cH:7]1)[N:8]1[C:9](=[O:23])[CH2:10][N:11]([C:47]([c:39]2[nH:38][c:46]3[c:41]([cH:40]2)[cH:42][cH:43][cH:44][cH:45]3)=[O:48])[CH2:12][CH2:13][CH:14]([CH2:21][CH3:22])[c:15]2[c:16]1[cH:17][cH:18][cH:19][cH:20]2. Starting materials: N([C@@H](CC(NC(C1=CC=CC=C1)(C1=CC=CC=C1)C1=CC=CC=C1)=O)C(=O)OCC1=CC=CC=C1)C(=O)OCC1C2=CC=CC=C2C2=CC=CC=C12 (Fmoc-Asn(Trt)-OBn). Run in C(Cl)Cl (DCM), C(C)NCC (diethylamine). Conditions: time 1 hour. Yields the product N[C@@H](CC(NC(C1=CC=CC=C1)(C1=CC=CC=C1)C1=CC=CC=C1)=O)C(=O)OCC1=CC=CC=C1 (NH2-Asn(Trt)-OBn). Reaction SMILES: [NH:1](C(OCC1C2C(=CC=CC=2)C2C1=CC=CC=2)=O)[C@H:2]([C:26]([O:28][CH2:29][C:30]1[CH:35]=[CH:34][CH:33]=[CH:32][CH:31]=1)=[O:27])[CH2:3][C:4](=[O:25])[NH:5][C:6]([C:19]1[CH:24]=[CH:23][CH:22]=[CH:21][CH:20]=1)([C:13]1[CH:18]=[CH:17][CH:16]=[CH:15][CH:14]=1)[C:7]1[CH:12]=[CH:11][CH:10]=[CH:9][CH:8]=1>C(Cl)Cl.C(NCC)C>[NH2:1][C@H:2]([C:26]([O:28][CH2:29][C:30]1[CH:31]=[CH:32][CH:33]=[CH:34][CH:35]=1)=[O:27])[CH2:3][C:4](=[O:25])[NH:5][C:6]([C:19]1[CH:20]=[CH:21][CH:22]=[CH:23][CH:24]=1)([C:7]1[CH:12]=[CH:11][CH:10]=[CH:9][CH:8]=1)[C:13]1[CH:14]=[CH:15][CH:16]=[CH:17][CH:18]=1. Procedure details: To a solution of Fmoc-Asn(Trt)-OBn (3.5 g, 5.1 mmol) in DCM (14.0 mL), diethylamine (14.0 mL) was added and stirred for 1 h at rt. The resulting solution was concentrated in vacuo and the thick-residue was purified by neutral alumina column chromatography (eluent: 0-50% EtOAc in Hexane then 0-5% MeOH in CHCl3) to yield NH2-Asn(Trt)-OBn D (yield: 1.75 g, 73.0%; Mass: Cal. 464.21, Obs—465.3 (M+1), 487.2 (M+Na]). The reactants are [BH4-], COc1ccc(OC)c(C=NCC(OC)OC)c1, CCO, [Na+]. Yields the product COc1ccc(OC)c(CNCC(OC)OC)c1. RXN SMILES: [BH4-:19].[CH3:1][O:2][c:3]1[c:4]([CH:5]=[N:6][CH2:7][CH:8]([O:9][CH3:10])[O:11][CH3:12])[cH:13][c:14]([O:17][CH3:18])[cH:15][cH:16]1.[CH3:21][CH2:22][OH:23].[Na+:20]>>[CH3:1][O:2][c:3]1[c:4]([CH2:5][NH:6][CH2:7][CH:8]([O:9][CH3:10])[O:11][CH3:12])[cH:13][c:14]([O:17][CH3:18])[cH:15][cH:16]1.